From a dataset of the Open Reaction Database (ORD), a public repository of structured organic reaction records. describe an organic reaction: reactants, conditions, products, and yield Reactants: CCO, Cl, CC12CCC(O)CC1CCC1C2CCC2(C)C(C=NNC(=N)N)CCC12O, O=[Pt]=O. Yields the product CC12CCC(O)CC1CCC1C2CCC2(C)C(CNNC(=N)N)CCC12O. RXN SMILES: [CH3:29][CH2:30][OH:31].[ClH:1].[NH:2]([C:3](=[NH:4])[NH2:5])[N:6]=[CH:7][CH:8]1[C:9]2([CH3:10])[C:11]([OH:28])([CH2:12][CH2:13]1)[CH:14]1[CH2:15][CH2:16][CH:17]3[CH2:18][CH:19]([OH:27])[CH2:20][CH2:21][C:22]3([CH3:23])[CH:24]1[CH2:25][CH2:26]2.[Pt:32](=[O:33])=[O:34]>>[NH:2]([C:3](=[NH:4])[NH2:5])[NH:6][CH2:7][CH:8]1[C:9]2([CH3:10])[C:11]([OH:28])([CH2:12][CH2:13]1)[CH:14]1[CH2:15][CH2:16][CH:17]3[CH2:18][CH:19]([OH:27])[CH2:20][CH2:21][C:22]3([CH3:23])[CH:24]1[CH2:25][CH2:26]2.